From a dataset of the Open Reaction Database (ORD), a public repository of structured organic reaction records. describe an organic reaction: reactants, conditions, products, and yield Reactants: C(C)(=O)SCCC(=O)N1[C@@H](C=C(C1)CC=1SC=CC1)C(=O)O ((2S)-1-[3-(Acetylthio)-1-oxopropyl]-2,5-dihydro-4-[(2-thienyl)methyl]-1H-pyrrole-2-carboxylic acid), N (ammonia). Yields the product SCCC(=O)N1[C@@H](C=C(C1)CC=1SC=CC1)C(=O)O ((2S)-2,5-dihydro-1-(3-mercapto-1-oxopropyl)-4-[(2-thienyl)methyl]-1H-pyrrole-2-carboxylic acid). As a reaction SMILES: C([S:4][CH2:5][CH2:6][C:7]([N:9]1[CH2:13][C:12]([CH2:14][C:15]2[S:16][CH:17]=[CH:18][CH:19]=2)=[CH:11][C@H:10]1[C:20]([OH:22])=[O:21])=[O:8])(=O)C.N>>[SH:4][CH2:5][CH2:6][C:7]([N:9]1[CH2:13][C:12]([CH2:14][C:15]2[S:16][CH:17]=[CH:18][CH:19]=2)=[CH:11][C@H:10]1[C:20]([OH:22])=[O:21])=[O:8]. Reported procedure: The product from part (b) is treated with concentrated ammonia according to the procedure of Example 4 to yield (2S)-2,5-dihydro-1-(3-mercapto-1-oxopropyl)-4-[(2-thienyl)methyl]-1H-pyrrole-2-carboxylic acid.